Dataset: the Open Reaction Database (ORD), a public repository of structured organic reaction records. Task: describe an organic reaction: reactants, conditions, products, and yield The solvent is O (water). The reactants are [K+].FC(C(C(C(C(C(C(C(F)(F)F)(F)F)(F)F)(F)F)(F)F)(F)F)(F)F)(S(=O)(=O)[O-])F (perfluorooctanesulfonic acid potassium salt), ClCCl (dichloromethane), ClCCl (dichloromethane), [Cl-].C1(=CC=CC=C1)[S+](C1=CC=CC=C1)C1=CC=CC=C1 (triphenylsulfonium chloride). Conditions: time 30 minute. Procedure details: To a suspension of perfluorooctanesulfonic acid potassium salt (24.64 g, 46.1 mmol) in water (150 ml) at room temperature under nitrogen was added dropwise triphenylsulfonium chloride (50% aqueous solution, 27.50 g) over 15 minutes. After stirring the suspension for 30 minutes, dichloromethane (75 ml) was added and the mixture stirred at room temperature for 20 hours. Additional dichloromethane (225 ml) was added and the layers separated. The organic layer was washed with water (5×125 ml) until ... As a reaction SMILES: [K+].[F:2][C:3]([F:30])([S:26]([O-:29])(=[O:28])=[O:27])[C:4]([F:25])([F:24])[C:5]([F:23])([F:22])[C:6]([F:21])([F:20])[C:7]([F:19])([F:18])[C:8]([F:17])([F:16])[C:9]([F:15])([F:14])[C:10]([F:13])([F:12])[F:11].[Cl-].[C:32]1([S+:38]([C:45]2[CH:50]=[CH:49][CH:48]=[CH:47][CH:46]=2)[C:39]2[CH:44]=[CH:43][CH:42]=[CH:41][CH:40]=2)[CH:37]=[CH:36][CH:35]=[CH:34][CH:33]=1.ClCCl>O>[F:30][C:3]([F:2])([S:26]([O-:29])(=[O:28])=[O:27])[C:4]([F:24])([F:25])[C:5]([F:23])([F:22])[C:6]([F:20])([F:21])[C:7]([F:19])([F:18])[C:8]([F:17])([F:16])[C:9]([F:15])([F:14])[C:10]([F:13])([F:12])[F:11].[C:45]1([S+:38]([C:32]2[CH:33]=[CH:34][CH:35]=[CH:36][CH:37]=2)[C:39]2[CH:44]=[CH:43][CH:42]=[CH:41][CH:40]=2)[CH:46]=[CH:47][CH:48]=[CH:49][CH:50]=1 |f:0.1,2.3,6.7|. Product: FC(C(C(C(C(C(C(C(F)(F)F)(F)F)(F)F)(F)F)(F)F)(F)F)(F)F)(S(=O)(=O)[O-])F.C1(=CC=CC=C1)[S+](C1=CC=CC=C1)C1=CC=CC=C1 (triphenylsulfonium perfluorooctanesulfonate), solid. Reactants: C(C1=CC=CC=C1)OC=1C=C(C=C(C1[N+](=O)[O-])OC)O (3-benzyloxy-5-methoxy-4-nitrophenol), C([O-])([O-])=O.[K+].[K+] (potassium carbonate), BrCC(=O)OC (methyl bromoacetate). Run in O (water), CN(C)C=O (DMF). Yields the product C(C1=CC=CC=C1)OC=1C=C(OCC(=O)OC)C=C(C1[N+](=O)[O-])OC (methyl 3-benzyloxy-5-methoxy-4-nitrophenoxyacetate). Yield: 84.7%. RXN SMILES: [CH2:1]([O:8][C:9]1[CH:10]=[C:11]([OH:20])[CH:12]=[C:13]([O:18][CH3:19])[C:14]=1[N+:15]([O-:17])=[O:16])[C:2]1[CH:7]=[CH:6][CH:5]=[CH:4][CH:3]=1.C(=O)([O-])[O-].[K+].[K+].Br[CH2:28][C:29]([O:31][CH3:32])=[O:30]>CN(C=O)C.O>[CH2:1]([O:8][C:9]1[CH:10]=[C:11]([CH:12]=[C:13]([O:18][CH3:19])[C:14]=1[N+:15]([O-:17])=[O:16])[O:20][CH2:28][C:29]([O:31][CH3:32])=[O:30])[C:2]1[CH:3]=[CH:4][CH:5]=[CH:6][CH:7]=1 |f:1.2.3|. Procedure: In DMF (10 ml), 3-benzyloxy-5-methoxy-4-nitrophenol (1.43 g, 5.20 mmol), potassium carbonate (1.08 g, 7.79 mmol) and methyl bromoacetate (591 μl, 6.24 mmol) were stirred at room temperature for 2 days. The reaction mixture was poured in water (200 ml), followed by extraction with ether (200 ml). The extract was washed with saturated brine (200 ml), dried over anhydrous magnesium sulfate and distilled under reduced pressure to remove the solvent. The residue was purified by chromatography on a si...